This data is from the Open Reaction Database (ORD), a public repository of structured organic reaction records. The task is: describe an organic reaction: reactants, conditions, products, and yield The reactants are C([O-])([O-])=O.[K+].[K+] (potassium carbonate), BrBr (Bromine), C(C)(=O)C1=NC(=CC=C1)NC(C)=O (2-acetyl-6-acetylaminopyridine), Br.C(C)(=O)O (hydrogenbromide acetic acid). Solvent: O (water), C(C)(=O)OCC (ethyl acetate), C(C)(=O)O (acetic acid). Yields the product C(C)(=O)NC1=NC(=CC=C1)C(CBr)=O (2-acetylamino-6-bromoacetylpyridine). As a reaction SMILES: [Br:1]Br.[C:3]([C:6]1[CH:11]=[CH:10][CH:9]=[C:8]([NH:12][C:13](=[O:15])[CH3:14])[N:7]=1)(=[O:5])[CH3:4].Br.C(O)(=O)C.C(=O)([O-])[O-].[K+].[K+]>C(O)(=O)C.O.C(OCC)(=O)C>[C:13]([NH:12][C:8]1[CH:9]=[CH:10][CH:11]=[C:6]([C:3](=[O:5])[CH2:4][Br:1])[N:7]=1)(=[O:15])[CH3:14] |f:2.3,4.5.6|. Procedure details: Bromine (1.9 ml) was added dropwise to a mixture of 2-acetyl-6-acetylaminopyridine (6.6 g) and 30 wt % hydrogenbromide-acetic acid solution (7.4 ml) in acetic acid (66 ml) at ambient temperature under stirring and the mixture was stirred at 50° C. for 1.5 hours. The reaction mixture was added to a mixture of ethyl acetate and water and the mixture was adjusted to pH 8 with potassium carbonate. The separated organic layer was washed with brine, dried over magnesium sulfate and evaporated to give ... The reactants are N#N (N2), C1(CC1)N1C=NC2=C1C(=CC(=C2)B2OC(C(O2)(C)C)(C)C)O[C@H](C)[C@@H]2CC(NC2)=O ((R)-4-((R)-1-((1-cyclopropyl-5-(4,4,5,5-tetramethyl-1,3,2-dioxaborolan-2-yl)-1H-benzo[d]imidazol-7-yl)oxy)ethyl)pyrrolidin-2-one), BrC=1N=C(N(C1)C)C (4-bromo-1,2-dimethyl-1H-imidazole), C(=O)([O-])[O-].[Na+].[Na+] (Na2CO3). The reagents and catalysts are C=1C=CC(=CC1)[P](C=2C=CC=CC2)(C=3C=CC=CC3)[Pd]([P](C=4C=CC=CC4)(C=5C=CC=CC5)C=6C=CC=CC6)([P](C=7C=CC=CC7)(C=8C=CC=CC8)C=9C=CC=CC9)[P](C=1C=CC=CC1)(C=1C=CC=CC1)C=1C=CC=CC1 (Pd(PPh3)4). The solvent is COCCOC (1,2-dimethoxyethane), C(Cl)Cl (DCM). Reaction conditions: temperature 100 celsius. Yields the product C1(CC1)N1C=NC2=C1C(=CC(=C2)C=2N=C(N(C2)C)C)O[C@H](C)[C@@H]2CC(NC2)=O ((R)-4-((R)-1-((1-cyclopropyl-5-(1,2-dimethyl-1H-imidazol-4-yl)-1H-benzo[d]imidazol-7-yl)oxy)ethyl)pyrrolidin-2-one). The yield is 17.8%. RXN SMILES: [CH:1]1([N:4]2[C:8]3[C:9]([O:22][C@@H:23]([C@H:25]4[CH2:29][NH:28][C:27](=[O:30])[CH2:26]4)[CH3:24])=[CH:10][C:11](B4OC(C)(C)C(C)(C)O4)=[CH:12][C:7]=3[N:6]=[CH:5]2)[CH2:3][CH2:2]1.Br[C:32]1[N:33]=[C:34]([CH3:38])[N:35]([CH3:37])[CH:36]=1.C([O-])([O-])=O.[Na+].[Na+].N#N>C1C=CC([P]([Pd]([P](C2C=CC=CC=2)(C2C=CC=CC=2)C2C=CC=CC=2)([P](C2C=CC=CC=2)(C2C=CC=CC=2)C2C=CC=CC=2)[P](C2C=CC=CC=2)(C2C=CC=CC=2)C2C=CC=CC=2)(C2C=CC=CC=2)C2C=CC=CC=2)=CC=1.C(Cl)Cl.COCCOC>[CH:1]1([N:4]2[C:8]3[C:9]([O:22][C@@H:23]([C@H:25]4[CH2:29][NH:28][C:27](=[O:30])[CH2:26]4)[CH3:24])=[CH:10][C:11]([C:32]4[N:33]=[C:34]([CH3:38])[N:35]([CH3:37])[CH:36]=4)=[CH:12][C:7]=3[N:6]=[CH:5]2)[CH2:3][CH2:2]1 |f:2.3.4,^1:50,52,71,90|. Reported procedure: To a microwave tube equipped with a stifling bar, (R)-4-((R)-1-((1-cyclopropyl-5-(4,4,5,5-tetramethyl-1,3,2-dioxaborolan-2-yl)-1H-benzo[d]imidazol-7-yl)oxy)ethyl)pyrrolidin-2-one: (120 mg, 0.292 mmol), 4-bromo-1,2-dimethyl-1H-imidazole (102.1 mg, 0.584 mmol), 1,2-dimethoxyethane (2 mL), 1 N Na2CO3 aqueous solution (0.96 mL, 0.96 mmol) were added, the mixture was bubbled N2 for 5 minutes before Pd(PPh3)4 (33.7 mg, 0.029 mmol) was added. The tube was sealed and heated in an oil bath at 100° C. for... Starting materials: CNC(=O)c1ccc(C=CC(=O)OC)cc1OC, CO, [Na+], [OH-]. The product is CNC(=O)c1ccc(C=CC(=O)O)cc1OC. As a reaction SMILES: [CH3:1][O:2][c:3]1[cH:4][c:5]([CH:6]=[CH:7][C:8](=[O:9])[O:10][CH3:11])[cH:12][cH:13][c:14]1[C:15]([NH:16][CH3:17])=[O:18].[CH3:21][OH:22].[Na+:20].[OH-:19]>>[CH3:1][O:2][c:3]1[cH:4][c:5]([CH:6]=[CH:7][C:8](=[O:9])[OH:10])[cH:12][cH:13][c:14]1[C:15]([NH:16][CH3:17])=[O:18]. Starting materials: C(C)(=O)NC1=C2CCC(CC2=CC=C1)=O (5-acetylamino-2-tetralone), Cl.CNC (dimethylaminehydrochloride). The product is Cl.C(C)(=O)NC1=C2CCC(CC2=CC=C1)N(C)C (5-Acetylamino-2-dimethylamino-tetraline-hydrochloride). RXN SMILES: [C:1]([NH:4][C:5]1[CH:14]=[CH:13][CH:12]=[C:11]2[C:6]=1[CH2:7][CH2:8][C:9](=O)[CH2:10]2)(=[O:3])[CH3:2].[ClH:16].[CH3:17][NH:18][CH3:19]>>[ClH:16].[C:1]([NH:4][C:5]1[CH:14]=[CH:13][CH:12]=[C:11]2[C:6]=1[CH2:7][CH2:8][CH:9]([N:18]([CH3:19])[CH3:17])[CH2:10]2)(=[O:3])[CH3:2] |f:1.2,3.4|. Procedure: Starting from 2.03 g (0.01 mol) of 5-acetylamino-2-tetralone and 2.45 g (0.03 mol) of dimethylaminehydrochloride the title compound is obtained analogously to Example 4.1.11 in a yield of 1.35 g (50.2% of theory) and with a melting point of 199° C. which does not change after recrystallisation from methanol/ether.